Task: describe an organic reaction: reactants, conditions, products, and yield. Dataset: the Open Reaction Database (ORD), a public repository of structured organic reaction records The reactants are N1=C(C=CC=C1)C(C)=O (1-(2-pyridinyl)ethanone), CS(=O)C (dimethyl sulphoxide), CC1=CC=C(C=C1)S(=O)(=O)C[N+]#[C-] (tosmic), CC(C)([O-])C.[K+] (potassium t-butoxide). Run in [Cl-].[Na+].O.CCCCCC.C(C)(=O)OCC (brine hexane ethyl acetate), CO (methanol). Reaction conditions: time 5 minute. Yields the product N1=C(C=CC=C1)C(C#N)C (2-(2-pyridinyl)-propanenitrile). Yield: 192.3%. Reaction SMILES: CS(C)=O.CC1C=CC(S([CH2:15][N+:16]#[C-])(=O)=O)=CC=1.CC(C)([O-])C.[K+].[N:24]1[CH:29]=[CH:28][CH:27]=[CH:26][C:25]=1[C:30](=O)[CH3:31]>[Cl-].[Na+].O.CCCCCC.C(OCC)(=O)C.CO>[N:24]1[CH:29]=[CH:28][CH:27]=[CH:26][C:25]=1[CH:30]([CH3:31])[C:15]#[N:16] |f:2.3,5.6.7.8.9|. Procedure: To a dried flask under nitrogen was added dimethyl sulphoxide (100 ml) and tosmic (20.95 g, 107.3 mmol). The reaction mixture was cooled to 0° C. before potassium t-butoxide (33.35° g, 297.1 mmol) was added. After 5 min, methanol (3.7 ml) was added followed by 1-(2-pyridinyl)ethanone (10 g, 32.5 mmol) and the reaction mixture was stirred at room temperature for 18 h. The reaction mixture was poured in brine:hexane:ethyl acetate (50:25:25). The organic extracts were dried (Na2SO4) and concentrate...